From a dataset of the Open Reaction Database (ORD), a public repository of structured organic reaction records. describe an organic reaction: reactants, conditions, products, and yield Starting materials: CC(C)(C)OC(=O)NC1(C(C)(C)O)CCCC1, CO, Cl. Yields the product Cl, CC(C)(O)C1(N)CCCC1. As a reaction SMILES: [C:1]([O:2][C:3](=[O:4])[NH:7][C:8]1([C:13]([CH3:14])([CH3:15])[OH:16])[CH2:9][CH2:10][CH2:11][CH2:12]1)([CH3:5])([CH3:6])[CH3:17].[CH3:18][OH:19].[ClH:20]>>[ClH:20].[NH2:7][C:8]1([C:13]([CH3:14])([CH3:15])[OH:16])[CH2:9][CH2:10][CH2:11][CH2:12]1. The reactants are COC(C(C(C)C1=CC=CC=C1)[N+](=O)[O-])=O (nitro-3-phenylbutanoic acid methyl ester), C(C=C)(=O)OC (methyl acrylate), Cl (hydrochloric acid). Solvent: C(C)(C)(C)O (t-butanol), C(C)OCC (diethyl ether). Conditions: time 94 hour. The product is COC(CC(C(CCC(=O)OC)[N+](=O)[O-])C1=CC=CC=C1)=O (4-nitro-3-phenylheptanedioic acid dimethyl ester). RXN SMILES: CO[C:3](=O)[CH:4]([N+:13]([O-:15])=[O:14])[CH:5]([C:7]1[CH:12]=[CH:11][CH:10]=[CH:9][CH:8]=1)[CH3:6].[C:17]([O:21][CH3:22])(=[O:20])[CH:18]=C.Cl>C(O)(C)(C)C.C(OCC)C>[CH3:22][O:21][C:17](=[O:20])[CH2:6][CH:5]([C:7]1[CH:8]=[CH:9][CH:10]=[CH:11][CH:12]=1)[CH:4]([N+:13]([O-:15])=[O:14])[CH2:3][CH2:18][C:17]([O:21][CH3:22])=[O:20]. Procedure: A solution of 356 g of nitro-3-phenylbutanoic acid methyl ester, 138 g of methyl acrylate, and 25 ml of Triton B in 500 ml of t-butanol is allowed to stir at room temperature for 94 hours. Excess aqueous hydrochloric acid (1 N) is added and the solution is diluted with diethyl ether. The organic layer is separated, dried over anhydrous magnesium sulfate and evaporated to give 4-nitro-3-phenylheptanedioic acid dimethyl ester. Reactants: ClC=1C(=CN2C(C(=CC(=C2C1C)C1CC1)C(=O)OCC)=O)F (ethyl 8-chloro-1-cyclopropyl-7-fluoro-9-methyl-4-oxo-4H-quinolizine-3-carboxylate), CC1(OB(OC1(C)C)C=1C=C2C=NNC2=CC1)C (5-(4,4,5,5-tetramethyl-1,3,2-dioxaborolan-2-yl)-1H-indazole). The product is N1N=CC2=CC(=CC=C12)C=1C(=CN2C(C(=CC(=C2C1C)C1CC1)C(=O)OCC)=O)F (ethyl 8-(1H-indazol-5-yl)-1-cyclopropyl-7-fluoro-9-methyl-4-oxo-4H-quinolizine-3-carboxylate). Yield: 78.9%. RXN SMILES: Cl[C:2]1[C:3]([F:22])=[CH:4][N:5]2[C:10]([C:11]=1[CH3:12])=[C:9]([CH:13]1[CH2:15][CH2:14]1)[CH:8]=[C:7]([C:16]([O:18][CH2:19][CH3:20])=[O:17])[C:6]2=[O:21].CC1(C)C(C)(C)OB([C:31]2[CH:32]=[C:33]3[C:37](=[CH:38][CH:39]=2)[NH:36][N:35]=[CH:34]3)O1>>[NH:36]1[C:37]2[C:33](=[CH:32][C:31]([C:2]3[C:3]([F:22])=[CH:4][N:5]4[C:10]([C:11]=3[CH3:12])=[C:9]([CH:13]3[CH2:15][CH2:14]3)[CH:8]=[C:7]([C:16]([O:18][CH2:19][CH3:20])=[O:17])[C:6]4=[O:21])=[CH:39][CH:38]=2)[CH:34]=[N:35]1. Procedure: Ethyl 8-(1H-indazol-5-yl)-1-cyclopropyl-7-fluoro-9-methyl-4-oxo-4H-quinolizine-3-carboxylate was prepared according to General Procedure A′ from ethyl 8-chloro-1-cyclopropyl-7-fluoro-9-methyl-4-oxo-4H-quinolizine-3-carboxylate (50 mg, 0.15 mmol) and 5-(4,4,5,5-tetramethyl-1,3,2-dioxaborolan-2-yl)-1H-indazole (45.2 mg, 0.19 mmol). Purification by flash silica column chromatography (DCM:MeOH) (1:0 to 9:1) afforded the title compound as a yellow solid (48 mg, 77%). Solvent: CO (methanol). RXN SMILES: O.[C:2]1([CH3:12])[CH:7]=[CH:6][C:5]([S:8]([OH:11])(=[O:10])=[O:9])=[CH:4][CH:3]=1.[CH2:13]([N:15]([CH2:52][CH3:53])[CH2:16][CH2:17][N:18]([CH2:36][CH2:37][NH:38][CH2:39][CH2:40][C:41]1[C:49]2[S:48][C:47](=[O:50])[NH:46][C:45]=2[C:44]([OH:51])=[CH:43][CH:42]=1)[C:19](=[O:35])[CH2:20][CH2:21][O:22][CH2:23][CH2:24][C:25]1[C:34]2[C:29](=[CH:30][CH:31]=[CH:32][CH:33]=2)[CH:28]=[CH:27][CH:26]=1)[CH3:14]>CO>[S:8]([C:5]1[CH:6]=[CH:7][C:2]([CH3:12])=[CH:3][CH:4]=1)([OH:11])(=[O:10])=[O:9].[S:8]([C:5]1[CH:6]=[CH:7][C:2]([CH3:12])=[CH:3][CH:4]=1)([OH:11])(=[O:10])=[O:9].[CH2:52]([N:15]([CH2:13][CH3:14])[CH2:16][CH2:17][N:18]([CH2:36][CH2:37][NH:38][CH2:39][CH2:40][C:41]1[C:49]2[S:48][C:47](=[O:50])[NH:46][C:45]=2[C:44]([OH:51])=[CH:43][CH:42]=1)[C:19](=[O:35])[CH2:20][CH2:21][O:22][CH2:23][CH2:24][C:25]1[C:34]2[C:29](=[CH:30][CH:31]=[CH:32][CH:33]=2)[CH:28]=[CH:27][CH:26]=1)[CH3:53] |f:0.1,4.5.6|. Procedure details: p-Toluenesulfonic acid monohydrate (667.33 mg) was added in one portion to a solution of N-[2-(diethylamino)ethyl]-N-(2-{[2-(4-hydroxy-2-oxo-2,3-dihydro-1,3-benzothiazol-7-yl)ethyl]amino}ethyl)-3-[2-(1-naphthyl)ethoxy]propanamide (1 g) in methanol (10 mL) producing a clear solution. This was stirred at room temperature for 30 mins then the solvent was removed in vacuo. The residue was stirred in diethyl ether (20 mL) at room temperature for 16 h then the solvent was removed and methyl t-butyl et... Run at time 30 minute. Yield: 74.0%. Starting materials: O.C1(=CC=C(C=C1)S(=O)(=O)O)C (p-Toluenesulfonic acid monohydrate), C(C)N(CCN(C(CCOCCC1=CC=CC2=CC=CC=C12)=O)CCNCCC1=CC=C(C=2NC(SC21)=O)O)CC (N-[2-(diethylamino)ethyl]-N-(2-{[2-(4-hydroxy-2-oxo-2,3-dihydro-1,3-benzothiazol-7-yl)ethyl]amino}ethyl)-3-[2-(1-naphthyl)ethoxy]propanamide). Yields the product S(=O)(=O)(O)C1=CC=C(C)C=C1.S(=O)(=O)(O)C1=CC=C(C)C=C1.C(C)N(CCN(C(CCOCCC1=CC=CC2=CC=CC=C12)=O)CCNCCC1=CC=C(C=2NC(SC21)=O)O)CC (N-[2-(diethylamino)ethyl]-N-(2-{[2-(4-hydroxy-2-oxo-2,3-dihydro-1,3-benzothiazol-7-yl)ethyl]amino}ethyl)-3-[2-(1-naphthyl)ethoxy]propanamide ditosylate).